Dataset: the Open Reaction Database (ORD), a public repository of structured organic reaction records. Task: describe an organic reaction: reactants, conditions, products, and yield Reactants: O=C([O-])[O-], CCN(CC)S(F)(F)F, ClCCl, [K+], [K+], COC(=O)C(CO)NC(=O)c1ccc(OCCCN2CCCCC2)cc1. Yields the product COC(=O)C1COC(c2ccc(OCCCN3CCCCC3)cc2)=N1. Reaction SMILES: [C:36](=[O:37])([O-:38])[O-:39].[CH2:27]([N:28]([S:29]([F:30])([F:31])[F:32])[CH2:33][CH3:34])[CH3:35].[Cl:42][CH2:43][Cl:44].[K+:40].[K+:41].[N:1]1([CH2:7][CH2:8][CH2:9][O:10][c:11]2[cH:12][cH:13][c:14]([C:15](=[O:16])[NH:17][CH:18]([CH2:19][OH:20])[C:21](=[O:22])[O:23][CH3:24])[cH:25][cH:26]2)[CH2:2][CH2:3][CH2:4][CH2:5][CH2:6]1>>[N:1]1([CH2:7][CH2:8][CH2:9][O:10][c:11]2[cH:12][cH:13][c:14]([C:15]3=[N:17][CH:18]([C:21](=[O:22])[O:23][CH3:24])[CH2:19][O:20]3)[cH:25][cH:26]2)[CH2:2][CH2:3][CH2:4][CH2:5][CH2:6]1. Starting materials: C(C(C)(C)C)(=O)NC(NC1=CC=C(C=N1)OC1=CC(=NC=C1)NC(OC(=C)C)=O)=O (prop-1-en-2-yl (4-((6-(3-pivaloylureido)pyridin-3-yl)oxy)pyridin-2-yl)carbamate), C(C)N1CCNCC1 (N-ethyl piperazine), CN1CCCC1 (N-methylpyrrolidine). Solvent: O1CCOCC1 (dioxane), CC#N.O (MeCN H2O). Run at time 15 minute. Yields the product C(C)N1CCN(CC1)C(=O)NC1=NC=CC(=C1)OC=1C=NC(=CC1)NC(=O)NC(C(C)(C)C)=O (4-ethyl-N-(4-((6-(3-pivaloylureido)pyridin-3-yl)oxy)pyridin-2-yl)piperazine-1-carboxamide). Isolated yield 32.1%. Reaction SMILES: [C:1]([NH:7][C:8](=[O:30])[NH:9][C:10]1[N:15]=[CH:14][C:13]([O:16][C:17]2[CH:22]=[CH:21][N:20]=[C:19]([NH:23][C:24](=O)[O:25]C(C)=C)[CH:18]=2)=[CH:12][CH:11]=1)(=[O:6])[C:2]([CH3:5])([CH3:4])[CH3:3].[CH2:31]([N:33]1[CH2:38][CH2:37][NH:36][CH2:35][CH2:34]1)[CH3:32].CN1CCCC1>O1CCOCC1.CC#N.O>[CH2:31]([N:33]1[CH2:38][CH2:37][N:36]([C:24]([NH:23][C:19]2[CH:18]=[C:17]([O:16][C:13]3[CH:14]=[N:15][C:10]([NH:9][C:8]([NH:7][C:1](=[O:6])[C:2]([CH3:5])([CH3:4])[CH3:3])=[O:30])=[CH:11][CH:12]=3)[CH:22]=[CH:21][N:20]=2)=[O:25])[CH2:35][CH2:34]1)[CH3:32] |f:4.5|. Reported procedure: A mixture of Example C2 (0.203 g, 0.491 mmol), N-ethyl piperazine (0.1 mL, 0.79 mmol) and N-methylpyrrolidine (0.021 g, 0.25 mmol) in dioxane (5 mL) was heated at 80° C. for 3 h, cooled to RT, and concentrated to dryness. The residue was dissolved in DCM and stirred with sat'd NaHCO3 for ˜15 min. The aqueous layer was back-extracted with DCM (3×) and the organic phases combined, dried (Na2SO4) and concentrated to afford a light brown oil. The crude residue was purified via silica gel chromatogra... Reactants: O=C(NC1CC(CN2CCC(CCCc3ccccc3)CC2)C(c2ccccc2)C1)OCc1ccccc1, CO. Yields the product NC1CC(CN2CCC(CCCc3ccccc3)CC2)C(c2ccccc2)C1. Reaction SMILES: [CH2:1]([O:2][C:3](=[O:4])[NH:11][CH:12]1[CH2:13][CH:14]([CH2:23][N:24]2[CH2:25][CH2:26][CH:27]([CH2:30][CH2:31][CH2:32][c:33]3[cH:34][cH:35][cH:36][cH:37][cH:38]3)[CH2:28][CH2:29]2)[CH:15]([c:17]2[cH:18][cH:19][cH:20][cH:21][cH:22]2)[CH2:16]1)[c:5]1[cH:6][cH:7][cH:8][cH:9][cH:10]1.[CH3:39][OH:40]>>[NH2:11][CH:12]1[CH2:13][CH:14]([CH2:23][N:24]2[CH2:25][CH2:26][CH:27]([CH2:30][CH2:31][CH2:32][c:33]3[cH:34][cH:35][cH:36][cH:37][cH:38]3)[CH2:28][CH2:29]2)[CH:15]([c:17]2[cH:18][cH:19][cH:20][cH:21][cH:22]2)[CH2:16]1. Starting materials: C(C)OC(C(CC1=CC=C(C=C1)OCCC1N(C(N(C1)CC1=CC=CC=C1)=O)C)(C)OCCCC)=O (3-{4-[2-(1-Benzyl-3-methyl-2-oxo-imidazolidin-4-yl)-ethoxy]-phenyl}-2-butoxy-2-methyl-propionic acid ethyl ester), [OH-].[Na+] (NaOH). The solvent is C(C)O (ethanol). Yields the product C(C1=CC=CC=C1)N1C(N(C(C1)CCOC1=CC=C(C=C1)CC(C(=O)O)(C)OCCCC)C)=O (3-{4-[2-(1-Benzyl-3-methyl-2-oxo-imidazolidin-4-yl)-ethoxy]-phenyl}-2-butoxy-2-methyl-propionic acid). Reaction SMILES: C([O:3][C:4](=[O:36])[C:5]([O:31][CH2:32][CH2:33][CH2:34][CH3:35])([CH3:30])[CH2:6][C:7]1[CH:12]=[CH:11][C:10]([O:13][CH2:14][CH2:15][CH:16]2[CH2:20][N:19]([CH2:21][C:22]3[CH:27]=[CH:26][CH:25]=[CH:24][CH:23]=3)[C:18](=[O:28])[N:17]2[CH3:29])=[CH:9][CH:8]=1)C.[OH-].[Na+]>C(O)C>[CH2:21]([N:19]1[CH2:20][CH:16]([CH2:15][CH2:14][O:13][C:10]2[CH:11]=[CH:12][C:7]([CH2:6][C:5]([O:31][CH2:32][CH2:33][CH2:34][CH3:35])([CH3:30])[C:4]([OH:36])=[O:3])=[CH:8][CH:9]=2)[N:17]([CH3:29])[C:18]1=[O:28])[C:22]1[CH:27]=[CH:26][CH:25]=[CH:24][CH:23]=1 |f:1.2|. Procedure details: A solution of 3-{4-[2-(1-Benzyl-3-methyl-2-oxo-imidazolidin-4-yl)-ethoxy]-phenyl}-2-butoxy-2-methyl-propionic acid ethyl ester and 5N NaOH (0.3 mL) in ethanol (3 mL) is refluxed under nitrogen for 1 h, cooled to ambient temperature, and concentrated. The residue is diluted with 1N HCl, extracted with CH2Cl2, dried, concentrated, and purified by LCMS to provide the title compound. 1H NMR (400 MHz, CDCl3): δ 7.33-7.22 (m, 5H), 7.07 (d, 2H, J=8.6 Hz), 6.71 (d, 2H, J=8.6 Hz), 4.39, 4.35 (ABq, 2H, J=... Reactants: NC=1C=C2C=NNC2=CC1 (5-aminoindazole), N#CN (cyanamide), [N+](=O)(O)[O-] (HNO3). The product is [N+](=O)([O-])[O-].N1N=CC2=CC(=CC=C12)NC(=[NH2+])N (Indazol-5-ylguanidinium nitrate), desired material. RXN SMILES: [NH2:1][C:2]1[CH:3]=[C:4]2[C:8](=[CH:9][CH:10]=1)[NH:7][N:6]=[CH:5]2.[N:11]#[C:12][NH2:13].[N+:14]([O-:17])([OH:16])=[O:15]>>[N+:14]([O-:17])([O-:16])=[O:15].[NH:7]1[C:8]2[C:4](=[CH:3][C:2]([NH:1][C:12]([NH2:13])=[NH2+:11])=[CH:10][CH:9]=2)[CH:5]=[N:6]1 |f:3.4|. Procedure details: Indazol-5-ylguanidinium nitrate was prepared from 5-aminoindazole (4.0 g, mmol), cyanamide (1.89 g, 45.1 mmol) and concentrated HNO3 (2.8 ml) to give the desired material as a solid m.p. 252-254°. The reactants are C(C)OC(C(C(=O)OCC)(OC1=CC2=C(C3=NC(=CN3CCO2)C=2N(N=C(N2)C)C(C)C)C=C1)CC1CC1)=O (2-cyclopropylmethyl-2-[2-(2-isopropyl-5-methyl-2H-[1,2,4]triazol-3-yl)-4,5-dihydro-6-oxa-1,3a-diazabenzo[e]azulen-8-yloxy]-malonic acid diethyl ester), [C@@H]([C@H](C(=O)[O-])O)(C(=O)[O-])O.[Na+].[K+] (Rochelle salt), [H-].[H-].[H-].[H-].[Li+].[Al+3] (LiAlH4), CCOC(=O)C (EtOAc), CCOC(=O)C (EtOAc). The solvent is C1CCOC1 (THF), C1CCOC1 (THF). Conditions: temperature 10 celsius, time 1.5 hour. Product: C1(CC1)CC(CO)(CO)OC1=CC2=C(C3=NC(=CN3CCO2)C=2N(N=C(N2)C)C(C)C)C=C1 (2-Cyclopropylmethyl-2-[2-(2-isopropyl-5-methyl-2H-[1,2,4]triazol-3-yl)-4,5-dihydro-6-oxa-1,3a-diazabenzo[e]azulen-8-yloxy]-propane-1,3-diol). Yield: 76.7%. Reaction SMILES: [H-].[H-].[H-].[H-].[Li+].[Al+3].C([O:9][C:10](=O)[C:11]([CH2:41][CH:42]1[CH2:44][CH2:43]1)([O:17][C:18]1[CH:40]=[CH:39][C:21]2[C:22]3[N:26]([CH2:27][CH2:28][O:29][C:20]=2[CH:19]=1)[CH:25]=[C:24]([C:30]1[N:31]([CH:36]([CH3:38])[CH3:37])[N:32]=[C:33]([CH3:35])[N:34]=1)[N:23]=3)[C:12](OCC)=[O:13])C.CCOC(C)=O.[C@H](O)(C([O-])=O)[C@@H](O)C([O-])=O.[Na+].[K+]>C1COCC1>[CH:42]1([CH2:41][C:11]([O:17][C:18]2[CH:40]=[CH:39][C:21]3[C:22]4[N:26]([CH2:27][CH2:28][O:29][C:20]=3[CH:19]=2)[CH:25]=[C:24]([C:30]2[N:31]([CH:36]([CH3:38])[CH3:37])[N:32]=[C:33]([CH3:35])[N:34]=2)[N:23]=4)([CH2:10][OH:9])[CH2:12][OH:13])[CH2:44][CH2:43]1 |f:0.1.2.3.4.5,8.9.10|. Reported procedure: To a suspension of LiAlH4 (65.5 mg, 1.724 mmol) in THF (7 mL) cooled to 10° C. was added a solution of 2-cyclopropylmethyl-2-[2-(2-isopropyl-5-methyl-2H-[1,2,4]triazol-3-yl)-4,5-dihydro-6-oxa-1,3a-diazabenzo[e]azulen-8-yloxy]-malonic acid diethyl ester (309 mg, 0.575 mmol) in THF (5 mL). The reaction mixture was stirred at RT for 1.5 h. To the reaction mixture was added EtOAc (1 mL) and stirring was continued for 10 min. An aqueous solution of Rochelle salt was then added and stirring continued ... The reactants are CC(C)(C)C(=O)Cl, COc1ccccc1CC(=O)O, CC1NC(=O)OC1c1ccccc1, CCCCCC, CCOC(C)=O, [Cl-], [H-], [Li]CCCC, [NH4+], [Na+], C1CCOC1. The product is COc1ccccc1CC(=O)N1C(=O)OC(c2ccccc2)C1C. RXN SMILES: [C:15]([Cl:16])(=[O:17])[C:18]([CH3:19])([CH3:20])[CH3:21].[CH3:1][O:2][c:3]1[c:4]([CH2:9][C:10](=[O:11])[OH:12])[cH:5][cH:6][cH:7][cH:8]1.[CH3:27][CH:28]1[NH:29][C:30](=[O:39])[O:31][CH:32]1[c:33]1[cH:34][cH:35][cH:36][cH:37][cH:38]1.[CH3:47][CH2:48][CH2:49][CH2:50][CH2:51][CH3:52].[CH3:53][CH2:54][O:55][C:56](=[O:57])[CH3:58].[Cl-:40].[H-:13].[Li:22][CH2:23][CH2:24][CH2:25][CH3:26].[NH4+:41].[Na+:14].[O:42]1[CH2:43][CH2:44][CH2:45][CH2:46]1>>[CH3:1][O:2][c:3]1[c:4]([CH2:9][C:10](=[O:12])[N:29]2[CH:28]([CH3:27])[CH:32]([c:33]3[cH:34][cH:35][cH:36][cH:37][cH:38]3)[O:31][C:30]2=[O:39])[cH:5][cH:6][cH:7][cH:8]1.